Dataset: the Open Reaction Database (ORD), a public repository of structured organic reaction records. Task: describe an organic reaction: reactants, conditions, products, and yield Starting materials: [Br-], CC[Mg+], CC(C)(C)C(=O)Cn1cncn1, CCOCC, C#CC(C)CC, [Cl-], ClCCl, [NH4+]. Yields the product CCC(C)C#CC(O)(Cn1cncn1)C(C)(C)C. Reaction SMILES: [Br-:1].[CH2:2]([Mg+:3])[CH3:4].[CH3:11][C:12]([CH3:13])([C:14]([CH2:15][n:16]1[n:17][cH:18][n:19][cH:20]1)=[O:21])[CH3:22].[CH3:25][CH2:26][O:27][CH2:28][CH3:29].[CH3:5][CH:6]([C:7]#[CH:8])[CH2:9][CH3:10].[Cl-:23].[Cl:30][CH2:31][Cl:32].[NH4+:24]>>[CH3:5][CH:6]([C:7]#[C:8][C:14]([C:12]([CH3:11])([CH3:13])[CH3:22])([CH2:15][n:16]1[n:17][cH:18][n:19][cH:20]1)[OH:21])[CH2:9][CH3:10]. Starting materials: ClC=1C=C(C(N(N1)C)=O)NC1=NC=C(C(=O)OC)C=C1 (Methyl 6-(6-Chloro-2-methyl-3-oxo-2,3-dihydropyridazin-4-ylamino)nicotinate), CC(C)C[AlH]CC(C)C (DIBAL-H). Run in C(Cl)Cl (methylene chloride), C(Cl)Cl (methylene chloride). The product is ClC=1C=C(C(N(N1)C)=O)NC1=NC=C(C=C1)CO (6-Chloro-4-(5-(hydroxymethyl)pyridin-2-ylamino)-2-methylpyridazin-3(2H)-one). Yield: 84.6%. RXN SMILES: [Cl:1][C:2]1[CH:3]=[C:4]([NH:10][C:11]2[CH:20]=[CH:19][C:14]([C:15](OC)=[O:16])=[CH:13][N:12]=2)[C:5](=[O:9])[N:6]([CH3:8])[N:7]=1.CC(C[AlH]CC(C)C)C>C(Cl)Cl>[Cl:1][C:2]1[CH:3]=[C:4]([NH:10][C:11]2[CH:20]=[CH:19][C:14]([CH2:15][OH:16])=[CH:13][N:12]=2)[C:5](=[O:9])[N:6]([CH3:8])[N:7]=1. Reported procedure: Following Example 186c, 180a (3.0 g, 10.2 mmol), methylene chloride (100 mL) and 1.0M DIBAL-H in methylene chloride (30.5 mL, 30.5 mmol) were reacted to give 180b (2.3 g, 86% yield). Yields the product CCOP(=O)(CCN(C=O)CC(C)=CCc1c(OC)c(C)c2c(c1OCC[Si](C)(C)C)C(=O)OC2)OCC. RXN SMILES: [CH2:1]([CH3:2])[O:3][P:4]([O:5][CH2:6][CH3:7])(=[O:8])[CH2:9][CH2:10][NH:11][CH2:12][C:13](=[CH:14][CH2:15][c:16]1[c:17]([O:29][CH2:30][CH2:31][Si:32]([CH3:33])([CH3:34])[CH3:35])[c:18]2[c:22]([c:23]([CH3:27])[c:24]1[O:25][CH3:26])[CH2:21][O:20][C:19]2=[O:28])[CH3:36].[CH:37](=[O:38])[O:39][CH:40]=[O:41].[CH:42]([OH:43])=[O:44]>>[CH2:1]([CH3:2])[O:3][P:4]([O:5][CH2:6][CH3:7])(=[O:8])[CH2:9][CH2:10][N:11]([CH2:12][C:13](=[CH:14][CH2:15][c:16]1[c:17]([O:29][CH2:30][CH2:31][Si:32]([CH3:33])([CH3:34])[CH3:35])[c:18]2[c:22]([c:23]([CH3:27])[c:24]1[O:25][CH3:26])[CH2:21][O:20][C:19]2=[O:28])[CH3:36])[CH:37]=[O:38]. Reactants: CCOP(=O)(CCNCC(C)=CCc1c(OC)c(C)c2c(c1OCC[Si](C)(C)C)C(=O)OC2)OCC, O=COC=O, O=CO. The reactants are COC1=CC=CC(=N1)N1CCN(CC1)C1=CC=NC2=CC=C(C=C12)C=1C(=NN(C1)C(C1=CC=CC=C1)(C1=CC=CC=C1)C1=CC=CC=C1)C (4-[4-(6-methoxy-2-pyridyl)piperazin-1-yl]-6-(3-methyl-1-trityl-1H-4-pyrazolyl)quinoline), Cl (hydrochloric acid). The product is Cl.Cl.Cl.COC1=CC=CC(=N1)N1CCN(CC1)C1=CC=NC2=CC=C(C=C12)C=1C(=NNC1)C (4-[4-(6-Methoxy-2-pyridyl)piperazin-1-yl]-6-(3-methyl-1H-4-pyrazolyl)quinoline trihydrochloride). As a reaction SMILES: [CH3:1][O:2][C:3]1[N:8]=[C:7]([N:9]2[CH2:14][CH2:13][N:12]([C:15]3[C:24]4[C:19](=[CH:20][CH:21]=[C:22]([C:25]5[C:26]([CH3:49])=[N:27][N:28](C(C6C=CC=CC=6)(C6C=CC=CC=6)C6C=CC=CC=6)[CH:29]=5)[CH:23]=4)[N:18]=[CH:17][CH:16]=3)[CH2:11][CH2:10]2)[CH:6]=[CH:5][CH:4]=1.[ClH:50]>>[ClH:50].[ClH:50].[ClH:50].[CH3:1][O:2][C:3]1[N:8]=[C:7]([N:9]2[CH2:10][CH2:11][N:12]([C:15]3[C:24]4[C:19](=[CH:20][CH:21]=[C:22]([C:25]5[C:26]([CH3:49])=[N:27][NH:28][CH:29]=5)[CH:23]=4)[N:18]=[CH:17][CH:16]=3)[CH2:13][CH2:14]2)[CH:6]=[CH:5][CH:4]=1 |f:2.3.4.5|. Procedure: 120 mg 4-[4-(6-methoxy-2-pyridyl)piperazin-1-yl]-6-(3-methyl-1-trityl-1H-4-pyrazolyl)quinoline obtained in Example 178 and 1.4 mL of 5 N— hydrochloric acid were reacted in the same manner as in Example 163, to give 87 mg of the title compound as pale yellow crystals.